The task is: describe an organic reaction: reactants, conditions, products, and yield. This data is from the Open Reaction Database (ORD), a public repository of structured organic reaction records. Reactants: C1(=CC=C(C=C1)C(C1=CC=CC=C1)N1C=NC=C1)C1=CC=CC=C1 (1-[α-(4-biphenylyl)-benzyl]-imidazole), C1(=C(C=CC=C1)C(C1=CC=CC=C1)Cl)C1=CC=CC=C1 (α-biphenylyl-benzyl chloride). Run in C(C)#N (acetonitrile). The product is [Cl-].C1(=C(C=CC=C1)C(C1=CC=CC=C1)[N+]1=CN(C=C1)C(C1=CC=CC=C1)C1=C(C=CC=C1)C1=CC=CC=C1)C1=CC=CC=C1 (1,3-bis-[α-(-biphenylyl)-benzyl]-imidazolium chloride). Yield: 122.2%. Reaction SMILES: [C:1]1(C2C=CC=CC=2)[CH:6]=[CH:5][C:4]([CH:7]([N:14]2[CH:18]=[CH:17][N:16]=[CH:15]2)[C:8]2[CH:13]=[CH:12][CH:11]=[CH:10][CH:9]=2)=[CH:3][CH:2]=1.[C:25]1([C:39]2[CH:44]=[CH:43][CH:42]=[CH:41][CH:40]=2)[CH:30]=[CH:29][CH:28]=[CH:27][C:26]=1[CH:31]([Cl:38])[C:32]1[CH:37]=[CH:36][CH:35]=[CH:34][CH:33]=1>C(#N)C>[Cl-:38].[C:25]1([C:39]2[CH:44]=[CH:43][CH:42]=[CH:41][CH:40]=2)[CH:30]=[CH:29][CH:28]=[CH:27][C:26]=1[CH:31]([N+:16]1[CH:17]=[CH:18][N:14]([CH:7]([C:8]2[CH:9]=[CH:10][CH:11]=[CH:12][C:13]=2[C:1]2[CH:6]=[CH:5][CH:4]=[CH:3][CH:2]=2)[C:4]2[CH:5]=[CH:6][CH:1]=[CH:2][CH:3]=2)[CH:15]=1)[C:32]1[CH:37]=[CH:36][CH:35]=[CH:34][CH:33]=1 |f:3.4|. Reported procedure: 31 g (0.1 mol) of 1-[α-(4-biphenylyl)-benzyl]-imidazole and 27.9 g (0.1 mol) of α-biphenylyl-benzyl chloride are suspended in 200 ml of acetonitrile. The mixture is heated under reflux for 18 hours. The reaction mixture is then concentrated by distilling off the solvent and the residue, in 500 ml of toluene, is heated under reflux. The gel thereby formed is separated off and caused to crystallise by trituration with diisopropyl ether. 36 g (62% of theory) of 1,3-bis-[α-(-biphenylyl)-benzyl]-imid... Starting materials: CC=1N=C(OC1C)[C@@H](CC1=CNC2=CC=CC=C12)NC(OC(C)(C)C)=O (tert-butyl(1R)-1-(4,5-dimethyl-1,3-oxazol-2-yl)-2-(1H-indol-3-yl)ethylcarbamate), Cl.CCOC(=O)C (HCl AcOEt). Yields the product hydrochloride salt, Cl.CC=1N=C(OC1C)[C@@H](CC1=CNC2=CC=CC=C12)N ((1R)-1-(4,5-Dimethyl-1,3-oxazol-2-yl)-2-(1H-indol-3-yl)-1-ethanamine Hydrochloride). RXN SMILES: [CH3:1][C:2]1[N:3]=[C:4]([C@H:8]([NH:19]C(=O)OC(C)(C)C)[CH2:9][C:10]2[C:18]3[C:13](=[CH:14][CH:15]=[CH:16][CH:17]=3)[NH:12][CH:11]=2)[O:5][C:6]=1[CH3:7].[ClH:27].CCOC(C)=O>>[ClH:27].[CH3:1][C:2]1[N:3]=[C:4]([C@H:8]([NH2:19])[CH2:9][C:10]2[C:18]3[C:13](=[CH:14][CH:15]=[CH:16][CH:17]=3)[NH:12][CH:11]=2)[O:5][C:6]=1[CH3:7] |f:1.2,3.4|. Procedure: A solution of tert-butyl(1R)-1-(4,5-dimethyl-1,3-oxazol-2-yl)-2-(1H-indol-3-yl)ethylcarbamate (3 g, 8.4 mmol) in HCl/AcOEt 1N (80 ml) was stirred at room temperature for about 2.5 hours. The mixture was concentrated under reduced pressure, diethyl ether (100 ml) added, and the white precipitate collected by filtration, and washed with diethyl ether to afford the hydrochloride salt of the desired product (2.4 g). Melting point: 172-174° C. Starting materials: COC=1C=C(C=CC1)CCN ((3-Methoxyphenyl)ethylamine), BrCCCC(=O)OCC (ethyl 4-bromobutyrate), C(C)(C)N(CC)C(C)C (diisopropylethylamine). Yields the product C(C)N(CCCC(=O)OCC)C1=CC(=CC=C1)OC (Ethyl 4-[ethyl(3-methoxyphenyl)amino]butanoate). Yield: 95.2%. Reaction SMILES: [CH3:1][O:2][C:3]1[CH:4]=[C:5](CCN)[CH:6]=[CH:7][CH:8]=1.Br[CH2:13][CH2:14][CH2:15][C:16]([O:18][CH2:19][CH3:20])=[O:17].[CH:21]([N:24](C(C)C)CC)(C)[CH3:22]>>[CH2:21]([N:24]([C:5]1[CH:6]=[CH:7][CH:8]=[C:3]([O:2][CH3:1])[CH:4]=1)[CH2:13][CH2:14][CH2:15][C:16]([O:18][CH2:19][CH3:20])=[O:17])[CH3:22]. Procedure details: (3-Methoxyphenyl)ethylamine 14 (5.73 gm, 0.038 moles), ethyl 4-bromobutyrate (9.60 gm, 0.049 moles) and diisopropylethylamine (6.40 gm, 0.050 moles) were heated at 110-120° C. overnight, cooled, and partitioned between 100 ml DCM and 100 ml water. The aqueous layer was extracted twice with 50 ml portions of DCM. The combined organic extracts were washed with saturated NaCl, dried over Na2SO4, filtered, and concentrated by rotary evaporation under reduced pressure. The crude product was purified ... The reactants are CCI, C1CCOC1, COc1ccc2c(c1)CCNC2=O, [H-], [Na+]. Product: CCN1CCc2cc(OC)ccc2C1=O. As a reaction SMILES: [CH2:16]([CH3:17])[I:18].[CH2:19]1[O:20][CH2:21][CH2:22][CH2:23]1.[CH3:1][O:2][c:3]1[cH:4][c:5]2[c:10]([cH:11][cH:12]1)[C:9](=[O:13])[NH:8][CH2:7][CH2:6]2.[H-:14].[Na+:15]>>[CH3:1][O:2][c:3]1[cH:4][c:5]2[c:10]([cH:11][cH:12]1)[C:9](=[O:13])[N:8]([CH2:16][CH3:17])[CH2:7][CH2:6]2. The reactants are C(C)(=O)N1C2=C(CNC(CC1)=O)C=C(C=C2)N (1-Acetyl-8-amino-2,3,5,6-tetrahydro-1H-benzo[b][1,5]diazocin-4-one), ClC1=NC=C(C(=N1)NC1=C(C(=O)NC)C=CC=C1F)Cl (2-(2,5-Dichloro-pyrimidin-4-ylamino)-3-fluoro-N-methyl-benzamide). Product: C(C)(=O)N1C2=C(CNC(CC1)=O)C=C(C=C2)NC2=NC=C(C(=N2)NC2=C(C(=O)NC)C=CC=C2F)Cl (2-[2-(1-Acetyl-4-oxo-1,2,3,4,5,6-hexahydro-benzo[b][1,5]diazocin-8-ylamino)-5-chloro-pyrimidin-4-ylamino]-3-fluoro-N-methyl-benzamide). Reaction SMILES: [C:1]([N:4]1[CH2:11][CH2:10][C:9](=[O:12])[NH:8][CH2:7][C:6]2[CH:13]=[C:14]([NH2:17])[CH:15]=[CH:16][C:5]1=2)(=[O:3])[CH3:2].Cl[C:19]1[N:24]=[C:23]([NH:25][C:26]2[C:35]([F:36])=[CH:34][CH:33]=[CH:32][C:27]=2[C:28]([NH:30][CH3:31])=[O:29])[C:22]([Cl:37])=[CH:21][N:20]=1>>[C:1]([N:4]1[CH2:11][CH2:10][C:9](=[O:12])[NH:8][CH2:7][C:6]2[CH:13]=[C:14]([NH:17][C:19]3[N:24]=[C:23]([NH:25][C:26]4[C:35]([F:36])=[CH:34][CH:33]=[CH:32][C:27]=4[C:28]([NH:30][CH3:31])=[O:29])[C:22]([Cl:37])=[CH:21][N:20]=3)[CH:15]=[CH:16][C:5]1=2)(=[O:3])[CH3:2]. Reported procedure: 2-[2-(1-Acetyl-4-oxo-1,2,3,4,5,6-hexahydro-benzo[b][1,5]diazocin-8-ylamino)-5-chloro-pyrimidin-4-ylamino]-3-fluoro-N-methyl-benzamide was prepared from 1-Acetyl-8-amino-2,3,5,6-tetrahydro-1H-benzo[b][1,5]diazocin-4-one and 2-(2,5-Dichloro-pyrimidin-4-ylamino)-3-fluoro-N-methyl-benzamide in an analogous manner to Example 1221d. Isolated as a beige solid. MP: 97-103. HPLC purity: 95%, LCMS: 512.28 (M+H)HNMR: CD3OD: 8.16 (s, 1H), 7.51-7.41 (m, 5H), 7.12 (d, J=8.6 Hz, 1H), 4.79-4.75 (m, 1H), 4.37-4.... Starting materials: CC(=O)O, CCO, CCOC(=O)c1cnn(-c2ccc(OCC(C)C)c(C#N)c2)c1N, [Na+], [OH-], O. Product: CC(C)COc1ccc(-n2ncc(C(=O)O)c2N)cc1C#N. RXN SMILES: [CH3:28][C:29](=[O:30])[OH:31].[CH3:32][CH2:33][OH:34].[NH2:1][c:2]1[c:3]([C:20](=[O:21])[O:22][CH2:23][CH3:24])[cH:4][n:5][n:6]1-[c:7]1[cH:8][c:9]([C:18]#[N:19])[c:10]([O:13][CH2:14][CH:15]([CH3:16])[CH3:17])[cH:11][cH:12]1.[Na+:26].[OH-:25].[OH2:27]>>[NH2:1][c:2]1[c:3]([C:20](=[O:21])[OH:22])[cH:4][n:5][n:6]1-[c:7]1[cH:8][c:9]([C:18]#[N:19])[c:10]([O:13][CH2:14][CH:15]([CH3:16])[CH3:17])[cH:11][cH:12]1.